Dataset: the Open Reaction Database (ORD), a public repository of structured organic reaction records. Task: describe an organic reaction: reactants, conditions, products, and yield Starting materials: CCOC(=O)C(Cc1ccccc1)NC(=O)CC1CCN(c2cc(C)nc3c2c(C)cn3-c2c(C)cc(Br)cc2C)CC1, CCO, [K+], [Na+], [OH-], O=S(=O)([O-])O. Yields the product Cc1cc(N2CCC(CC(=O)NC(Cc3ccccc3)C(=O)O)CC2)c2c(C)cn(-c3c(C)cc(Br)cc3C)c2n1. RXN SMILES: [CH2:1]([CH3:2])[O:3][C:4]([CH:5]([CH2:6][c:7]1[cH:8][cH:9][cH:10][cH:11][cH:12]1)[NH:13][C:14]([CH2:15][CH:16]1[CH2:17][CH2:18][N:19]([c:22]2[c:23]3[c:24]([n:25][c:26]([CH3:28])[cH:27]2)[n:29](-[c:33]2[c:34]([CH3:41])[cH:35][c:36]([Br:40])[cH:37][c:38]2[CH3:39])[cH:30][c:31]3[CH3:32])[CH2:20][CH2:21]1)=[O:42])=[O:43].[CH3:52][CH2:53][OH:54].[K+:51].[Na+:45].[OH-:44].[S:46](=[O:47])(=[O:48])([OH:49])[O-:50]>>[O:3]=[C:4]([CH:5]([CH2:6][c:7]1[cH:8][cH:9][cH:10][cH:11][cH:12]1)[NH:13][C:14]([CH2:15][CH:16]1[CH2:17][CH2:18][N:19]([c:22]2[c:23]3[c:24]([n:25][c:26]([CH3:28])[cH:27]2)[n:29](-[c:33]2[c:34]([CH3:41])[cH:35][c:36]([Br:40])[cH:37][c:38]2[CH3:39])[cH:30][c:31]3[CH3:32])[CH2:20][CH2:21]1)=[O:42])[OH:43]. The reactants are C1(=CC=C(C=C1)P(C1=CC=C(C=C1)C)C1=CC=C(C=C1)C)C (tri-p-tolyl phosphine), BrCCCC (1-bromo butane). Solvent: C=1(C(=CC=CC1)C)C (xylene). Reaction conditions: temperature 45 celsius. Product: [Br-].C(CCC)[P+](C1=CC=C(C=C1)C)(C1=CC=C(C=C1)C)C1=CC=C(C=C1)C (Butyl-tri-p-tolyl-phosphonium Bromide). As a reaction SMILES: [C:1]1([CH3:22])[CH:6]=[CH:5][C:4]([P:7]([C:15]2[CH:20]=[CH:19][C:18]([CH3:21])=[CH:17][CH:16]=2)[C:8]2[CH:13]=[CH:12][C:11]([CH3:14])=[CH:10][CH:9]=2)=[CH:3][CH:2]=1.[Br:23][CH2:24][CH2:25][CH2:26][CH3:27]>C1(C)C(C)=CC=CC=1>[Br-:23].[CH2:24]([P+:7]([C:4]1[CH:5]=[CH:6][C:1]([CH3:22])=[CH:2][CH:3]=1)([C:15]1[CH:16]=[CH:17][C:18]([CH3:21])=[CH:19][CH:20]=1)[C:8]1[CH:13]=[CH:12][C:11]([CH3:14])=[CH:10][CH:9]=1)[CH2:25][CH2:26][CH3:27] |f:3.4|. Reported procedure: Into a 50 milliliter glass reactor equipped with a thermometer connected to a temperature controller, a heating mantle, a condenser and a magnetic stirring bar, is charged 5 gms (0.0164 mole) of tri-p-tolyl phosphine and 24 gms of xylene. The slurry is heated to 45° C. then 2.7 gms (0.0197 mole) of 1-bromo butane is added. This reaction mass is heated to 50° C. and maintained at that temperature for 0.65 hour, then heated to 80 C. and maintained at that temperature for 16.08 hours, then heated t... The reactants are ClC1=C(C=C(C=C1)N1CCN(CC1)C(CN1N=C(C=2C1=NC=CC2)C=2NC=CN2)=O)OC (1-[4-(4-Chloro-3-methoxy-phenyl)-piperazin-1-yl]-2-[3-(1H-imidazol-2-yl)-pyrazolo[3,4-b]pyridin-1-yl]-ethanone), [H-].[Na+] (sodium hydride), IC (iodomethane). Solvent: C1CCOC1 (THF). Conditions: time 1 hour. Product: ClC1=C(C=C(C=C1)N1CCN(CC1)C(CN1N=C(C=2C1=NC=CC2)C=2N(C=CN2)C)=O)OC (1-[4-(4-Chloro-3-methoxy-phenyl)-piperazin-1-yl]-2-[3-(1-methyl-1H-imidazol-2-yl)-pyrazolo[3,4-b]pyridin-1-yl]-ethanone). Reaction SMILES: [Cl:1][C:2]1[CH:7]=[CH:6][C:5]([N:8]2[CH2:13][CH2:12][N:11]([C:14](=[O:30])[CH2:15][N:16]3[C:20]4=[N:21][CH:22]=[CH:23][CH:24]=[C:19]4[C:18]([C:25]4[NH:26][CH:27]=[CH:28][N:29]=4)=[N:17]3)[CH2:10][CH2:9]2)=[CH:4][C:3]=1[O:31][CH3:32].[H-].[Na+].I[CH3:36]>C1COCC1>[Cl:1][C:2]1[CH:7]=[CH:6][C:5]([N:8]2[CH2:9][CH2:10][N:11]([C:14](=[O:30])[CH2:15][N:16]3[C:20]4=[N:21][CH:22]=[CH:23][CH:24]=[C:19]4[C:18]([C:25]4[N:29]([CH3:36])[CH:28]=[CH:27][N:26]=4)=[N:17]3)[CH2:12][CH2:13]2)=[CH:4][C:3]=1[O:31][CH3:32] |f:1.2|. Procedure: To the solution of 1-[4-(4-Chloro-3-methoxy-phenyl)-piperazin-1-yl]-2-[3-(1H-imidazol-2-yl)-pyrazolo[3,4-b]pyridin-1-yl]-ethanone (50 mg, 0.11 mmol, 1 eq) in THF was added 60% sodium hydride (5.7 mg, 0.14 mmol, 1.3 eq) and stirred for 1 hr, followed by the addition of iodomethane (25.8 mg, 0.16 mmol, 1.5 eq). 2 hrs later, LCMS indicated that the major peak is the desired product. preparative hplc (reverse phase, acetonitrile-water gradient) gave 1-[4-(4-Chloro-3-methoxy-phenyl)-piperazin-1-yl]-2... Starting materials: C1(CCCC1)N1C=NC2=C1C=CC(=C2)N (1-cyclopentyl-5-aminobenzimidazole), BrBr (Br2), N (NH3). Solvent: CO.C(Cl)Cl (MeOH CH2Cl2). Product: C1(CCCC1)N1C=NC2=C1C=CC(=C2Br)N (1-Cyclopentyl-4-bromo-5-aminobenzimidazole). Yield: 35.0%. As a reaction SMILES: [CH:1]1([N:6]2[C:10]3[CH:11]=[CH:12][C:13]([NH2:15])=[CH:14][C:9]=3[N:8]=[CH:7]2)[CH2:5][CH2:4][CH2:3][CH2:2]1.[Br:16]Br.N>CO.C(Cl)Cl>[CH:1]1([N:6]2[C:10]3[CH:11]=[CH:12][C:13]([NH2:15])=[C:14]([Br:16])[C:9]=3[N:8]=[CH:7]2)[CH2:2][CH2:3][CH2:4][CH2:5]1 |f:3.4|. Reported procedure: To a solution of 1-cyclopentyl-5-aminobenzimidazole (1.1 g, 5.5 mmol) in 20 ml of ACOH was added solution of Br2 in. ACOH until it produces a precipitation. The reaction mixture was concentrated in vacuo to provide a brown solid which was subjected to column chromatography (5% NH3 sat'd MeOH/CH2Cl2) to provide 0.54 g (1.9 mmol, 35%) of the product.